From a dataset of the Open Reaction Database (ORD), a public repository of structured organic reaction records. describe an organic reaction: reactants, conditions, products, and yield Starting materials: CCCCNc1ccc(S(=O)(=O)N2CC(N(Cc3ccccc3)C(=O)OC(C)(C)C)C2)cc1, ClCCl, O=C(O)C(F)(F)F. The product is CCCCNc1ccc(S(=O)(=O)N2CC(NCc3ccccc3)C2)cc1. As a reaction SMILES: [C:1]([O:2][C:3](=[O:4])[N:7]([CH:8]1[CH2:9][N:10]([S:12](=[O:13])(=[O:14])[c:15]2[cH:16][cH:17][c:18]([NH:21][CH2:22][CH2:23][CH2:24][CH3:25])[cH:19][cH:20]2)[CH2:11]1)[CH2:26][c:27]1[cH:28][cH:29][cH:30][cH:31][cH:32]1)([CH3:5])([CH3:6])[CH3:33].[Cl:41][CH2:42][Cl:43].[OH:34][C:35]([C:36]([F:37])([F:38])[F:39])=[O:40]>>[NH:7]([CH:8]1[CH2:9][N:10]([S:12](=[O:13])(=[O:14])[c:15]2[cH:16][cH:17][c:18]([NH:21][CH2:22][CH2:23][CH2:24][CH3:25])[cH:19][cH:20]2)[CH2:11]1)[CH2:26][c:27]1[cH:28][cH:29][cH:30][cH:31][cH:32]1. The reactants are C=1(C(=CC=CC1)C(=O)Cl)C (o-toluoyl chloride), ClC1=CC=C(C=C1)Cl (1,4-dichlorobenzene), [Cl-].[Al+3].[Cl-].[Cl-] (Aluminum chloride). Solvent: CCOCC (Ether). Conditions: temperature 100 celsius, time 3 hour. Yields the product ClC1=C(C(=O)C2=C(C=CC=C2)C)C=C(C=C1)Cl (2.5-Dichloro-2'-methylbenzophenone). The yield is 35.5%. RXN SMILES: [C:1]1([CH3:10])[C:2]([C:7](Cl)=[O:8])=[CH:3][CH:4]=[CH:5][CH:6]=1.[Cl:11][C:12]1[CH:17]=[CH:16][C:15]([Cl:18])=[CH:14][CH:13]=1.[Cl-].[Al+3].[Cl-].[Cl-]>CCOCC>[Cl:11][C:12]1[CH:17]=[CH:16][C:15]([Cl:18])=[CH:14][C:13]=1[C:7]([C:2]1[CH:3]=[CH:4][CH:5]=[CH:6][C:1]=1[CH3:10])=[O:8] |f:2.3.4.5|. Procedure: A mixture of o-toluoyl chloride (22 g, 0.17 mol) and 1,4-dichlorobenzene (120 g, 0.82 mol) was heated to 100° C. in a flask. Aluminum chloride (60 g, 0.45 mol) was added in one portion. The mixture was heated to 170° C. in 30 min and stirred at this temperature for 3 hours. The resulting brownish solution was cooled to about 80° C. and poured onto ice. Ether (50 ml) was added. The organic layer was separated and distilled under vacuum after the removal of ether. The residue from distillation was... Starting materials: CN(C(C(=NOC(=O)NC)SC)=O)C (methyl 2-(dimethylamino)-N-[[(methylamino)carbonyl]oxy]-2-oxoethanimidothioate), S(=O)(Cl)Cl (thionyl chloride), N1=CC=CC=C1 (pyridine), ice water, CNP(OCC)(OCC)=S (O,O-diethyl methylphosphoramidothioate). Reaction conditions: time 15 minute. The product is CN(C(C(=NOC(=O)NCS(=O)NCP(=S)(OCC)OCC)SC)=O)C (methyl 2-(dimethylamino)-N-[[[[[(diethoxyphosphinothioyl)methylamino]sulfinyl]methylamino]carbonyl]oxy]-2-oxoethanimidothioate). RXN SMILES: [CH3:1][N:2]([CH3:14])[C:3](=[O:13])[C:4]([S:11][CH3:12])=[N:5][O:6][C:7]([NH:9][CH3:10])=[O:8].[S:15](Cl)(Cl)=[O:16].CN[P:21](=[S:28])([O:25][CH2:26][CH3:27])[O:22][CH2:23][CH3:24].[N:29]1C=CC=C[CH:30]=1>>[CH3:14][N:2]([CH3:1])[C:3](=[O:13])[C:4]([S:11][CH3:12])=[N:5][O:6][C:7]([NH:9][CH2:10][S:15]([NH:29][CH2:30][P:21]([O:22][CH2:23][CH3:24])([O:25][CH2:26][CH3:27])=[S:28])=[O:16])=[O:8]. Procedure: To a solution of methyl 2-(dimethylamino)-N-[[(methylamino)carbonyl]oxy]-2-oxoethanimidothioate (3.29 g, 0.015 mole) in dry pyridine 15 ml was added at one time thionyl chloride (1.79 g, 0.015 mole) at -30°. The mixture was allowed to come to room temperature and then stirred for 15 minutes. The mixture was cooled to 0° and O,O-diethyl methylphosphoramidothioate (2.75 g, 0.01 mole) was added. The mixture was allowed to come to room temperature for 1 hour, poured into ice water and extracted with... Reactants: CO, Cc1ccccc1, O=C(Cl)C(=O)Cl, [K+], c1ccncc1, O=C([O-])c1cnnc2ccccc12. Yields the product COC(=O)c1cnnc2ccccc12. As a reaction SMILES: [CH3:27][OH:28].[CH3:29][c:30]1[cH:31][cH:32][cH:33][cH:34][cH:35]1.[Cl:1][C:2]([C:3]([Cl:4])=[O:5])=[O:6].[K+:20].[cH:21]1[cH:22][cH:23][n:24][cH:25][cH:26]1.[n:7]1[n:8][cH:9][c:10]([C:17](=[O:18])[O-:19])[c:11]2[cH:12][cH:13][cH:14][cH:15][c:16]12>>[CH3:2][O:19][C:17]([c:10]1[cH:9][n:8][n:7][c:16]2[c:11]1[cH:12][cH:13][cH:14][cH:15]2)=[O:18]. Reactants: CC1=C(C=NO1)C(=O)OCC (Ethyl 5-methylisoxazole-4-carboxylate), C1(=CC=CC=C1)S(=O)(=O)OCCC (propyl benzenesulfonate), NO (hydroxylamine). The product is CC1=C(C(=NO1)NCCC)C(=O)OCC (Ethyl 5-methyl-3-propylaminoisoxazole-4-carboxylate). As a reaction SMILES: [CH3:1][C:2]1[O:6][N:5]=[CH:4][C:3]=1[C:7]([O:9][CH2:10][CH3:11])=[O:8].[C:12]1(S(OCCC)(=O)=O)[CH:17]=CC=C[CH:13]=1.[NH2:25]O>>[CH3:1][C:2]1[O:6][N:5]=[C:4]([NH:25][CH2:13][CH2:12][CH3:17])[C:3]=1[C:7]([O:9][CH2:10][CH3:11])=[O:8]. Reported procedure: Ethyl 5-methylisoxazole-4-carboxylate is quaternized with propyl benzenesulfonate and the resulting quaternary salt is reacted with hydroxylamine to give the title compound according to the procedure of A. Alberola et al., Synthesis 203 (1988). Reactants: COC(C(CC)(NC(=O)C1=C(C2=CC=CC=C2C=C1)OCCOC1=CC=CC=C1)C)=O (2-methyl-2-{[1-(2-phenoxy-ethoxy)-naphthalene-2-carbonyl]-amino}-butyric acid methyl ester). Run in C1CCOC1 (THF), [OH-].[Na+] (sodium hydroxide), CO (methanol). The product is CC(C(=O)O)(CC)NC(=O)C1=C(C2=CC=CC=C2C=C1)OCCOC1=CC=CC=C1 (2-Methyl-2-{[1-(2-phenoxy-ethoxy)-naphthalene-2-carbonyl]-amino}-butyric acid). Reaction SMILES: C[O:2][C:3](=[O:31])[C:4]([CH3:30])([NH:7][C:8]([C:10]1[CH:19]=[CH:18][C:17]2[C:12](=[CH:13][CH:14]=[CH:15][CH:16]=2)[C:11]=1[O:20][CH2:21][CH2:22][O:23][C:24]1[CH:29]=[CH:28][CH:27]=[CH:26][CH:25]=1)=[O:9])[CH2:5][CH3:6]>C1COCC1.[OH-].[Na+].CO>[CH3:30][C:4]([NH:7][C:8]([C:10]1[CH:19]=[CH:18][C:17]2[C:12](=[CH:13][CH:14]=[CH:15][CH:16]=2)[C:11]=1[O:20][CH2:21][CH2:22][O:23][C:24]1[CH:29]=[CH:28][CH:27]=[CH:26][CH:25]=1)=[O:9])([CH2:5][CH3:6])[C:3]([OH:31])=[O:2] |f:2.3|. Procedure: 419 mg 2-methyl-2-{[1-(2-phenoxy-ethoxy)-naphthalene-2-carbonyl]-amino}-butyric acid methyl ester in 25 ml THF, 1.5 ml of 2 M sodium hydroxide and 8 ml methanol were heated under reflux for 3 h. The organic solvents were then removed in vacuo, and the residue was acidified with 2 M hydrochloric acid and extracted with ethyl acetate twice. The combined organic layers were dried over magnesium sulphate, and concentrated. After recrystallization from toluene 240 mg of 2-methyl-2-{[1-(2-phenoxy-etho... Reactants: N1C=NC=C1 (imidazole), BrCC1=NOC2=C1C=CC=C2 (3-bromomethyl-1,2-benzisoxazole), [H-].[Na+] (Sodium hydride), O (water). Run in CN(C=O)C (dimethylformamide), CCCCCC (hexane), CN(C=O)C (dimethylformamide). Reaction conditions: temperature 85 celsius. Product: N1(C=NC=C1)CC1=NOC2=C1C=CC=C2 (3-[(1H-imidazol-1-yl)methyl]-1,2-benzisoxazole). As a reaction SMILES: [H-].[Na+].O.[NH:4]1[CH:8]=[CH:7][N:6]=[CH:5]1.Br[CH2:10][C:11]1[C:15]2[CH:16]=[CH:17][CH:18]=[CH:19][C:14]=2[O:13][N:12]=1>CCCCCC.CN(C)C=O>[N:4]1([CH2:10][C:11]2[C:15]3[CH:16]=[CH:17][CH:18]=[CH:19][C:14]=3[O:13][N:12]=2)[CH:8]=[CH:7][N:6]=[CH:5]1 |f:0.1|. Reported procedure: Sodium hydride (50% in mineral oil, 3.4 g, 0.071 mole) is washed free of mineral oil with hexane (3×30 mL) and suspended in dimethylformamide (100 mL). This suspension is well stirred and maintained near room temperature (water bath) during the dropwise addition of a solution of imidazole (4.8 g, 0.071 mole) in dimethylformamide (25 mL). The reaction mixture is stirred at room temperature for 1 hour when 3-bromomethyl-1,2-benzisoxazole (15.0 g, 0.071 mole) is added all at once. The mixture is th... The reactants are FC(F)c1ccc(Br)cc1, CC(=O)OCC1OC(n2cc(C=O)c3c(Cl)cccc32)C(OC(C)=O)C(OC(C)=O)C1OC(C)=O. The product is CC(=O)OCC1OC(n2cc(C(O)c3ccc(C(F)F)cc3)c3c(Cl)cccc32)C(OC(C)=O)C(OC(C)=O)C1OC(C)=O. As a reaction SMILES: [Br:36][c:37]1[cH:38][cH:39][c:40]([CH:43]([F:44])[F:45])[cH:41][cH:42]1.[Cl:1][c:2]1[c:3]2[c:4]([CH:34]=[O:35])[cH:5][n:6]([CH:11]3[CH:12]([O:13][C:14]([CH3:15])=[O:16])[CH:17]([O:18][C:19]([CH3:20])=[O:21])[CH:22]([O:23][C:24]([CH3:25])=[O:26])[CH:27]([CH2:29][O:30][C:31]([CH3:32])=[O:33])[O:28]3)[c:7]2[cH:8][cH:9][cH:10]1>>[Cl:1][c:2]1[c:3]2[c:4]([CH:34]([OH:35])[c:37]3[cH:38][cH:39][c:40]([CH:43]([F:44])[F:45])[cH:41][cH:42]3)[cH:5][n:6]([CH:11]3[CH:12]([O:13][C:14]([CH3:15])=[O:16])[CH:17]([O:18][C:19]([CH3:20])=[O:21])[CH:22]([O:23][C:24]([CH3:25])=[O:26])[CH:27]([CH2:29][O:30][C:31]([CH3:32])=[O:33])[O:28]3)[c:7]2[cH:8][cH:9][cH:10]1.